Task: describe an organic reaction: reactants, conditions, products, and yield. Dataset: the Open Reaction Database (ORD), a public repository of structured organic reaction records Reactants: CC(=O)O, FC(F)(F)c1ccc(C23CNCC2C3)cc1, [Na+], O=CCCn1cc(-c2cnccn2)c(=O)[nH]c1=O, [OH-]. Yields the product O=c1[nH]c(=O)n(CCCN2CC3CC3(c3ccc(C(F)(F)F)cc3)C2)cc1-c1cnccn1. Reaction SMILES: [C:37]([OH:38])(=[O:39])[CH3:40].[F:19][C:20]([c:21]1[cH:22][cH:23][c:24]([C:27]23[CH2:28][NH:29][CH2:30][CH:31]2[CH2:32]3)[cH:25][cH:26]1)([F:33])[F:34].[Na+:36].[O:1]=[c:2]1[n:3]([CH2:15][CH2:16][CH:17]=[O:18])[cH:4][c:5](-[c:9]2[n:10][cH:11][cH:12][n:13][cH:14]2)[c:6](=[O:8])[nH:7]1.[OH-:35]>>[O:1]=[c:2]1[n:3]([CH2:15][CH2:16][CH2:17][N:29]2[CH2:28][C:27]3([c:24]4[cH:23][cH:22][c:21]([C:20]([F:19])([F:33])[F:34])[cH:26][cH:25]4)[CH:31]([CH2:30]2)[CH2:32]3)[cH:4][c:5](-[c:9]2[n:10][cH:11][cH:12][n:13][cH:14]2)[c:6](=[O:8])[nH:7]1. The reactants are COc1cccc(C=O)c1, FC(F)(F)c1nnc2ccc(N3CCCNCC3)nn12. The product is COc1cccc(CN2CCCN(c3ccc4nnc(C(F)(F)F)n4n3)CC2)c1. Reaction SMILES: [CH3:21][O:22][c:23]1[cH:24][c:25]([CH:26]=[O:27])[cH:28][cH:29][cH:30]1.[N:1]1([c:8]2[cH:9][cH:10][c:11]3[n:12]([n:13]2)[c:14]([C:17]([F:18])([F:19])[F:20])[n:15][n:16]3)[CH2:2][CH2:3][NH:4][CH2:5][CH2:6][CH2:7]1>>[N:1]1([c:8]2[cH:9][cH:10][c:11]3[n:12]([n:13]2)[c:14]([C:17]([F:18])([F:19])[F:20])[n:15][n:16]3)[CH2:2][CH2:3][N:4]([CH2:26][c:25]2[cH:24][c:23]([O:22][CH3:21])[cH:30][cH:29][cH:28]2)[CH2:5][CH2:6][CH2:7]1. RXN SMILES: [CH3:1][O:2][C:3]1[CH:4]=[C:5]([CH:9]2[CH2:14][CH2:13][CH2:12][C:11](=O)[CH2:10]2)[CH:6]=[CH:7][CH:8]=1.[CH2:16]([NH2:23])[C:17]1[CH:22]=[CH:21][CH:20]=[CH:19][CH:18]=1.C1(C)C=CC(S(O)(=O)=O)=CC=1>C1C=CC=CC=1>[CH2:16]([NH:23][CH:11]1[CH2:12][CH2:13][CH2:14][CH:9]([C:5]2[CH:6]=[CH:7][CH:8]=[C:3]([O:2][CH3:1])[CH:4]=2)[CH2:10]1)[C:17]1[CH:22]=[CH:21][CH:20]=[CH:19][CH:18]=1. The solvent is C1=CC=CC=C1 (benzene). Procedure details: 3-(3-Methoxyphenyl)cyclohexanone (13.1 g), benzylamine (6.88 g) and p-toluenesulfonic acid (1.22 g) were refluxed for 1.5 hours in benzene (200 ml) using a Dean-Stark apparatus while removing the water generated. After concentrating the reaction solution under reduced pressure, methanol (200 ml) was added and upon adding sodium borohydride (2.43 g) gradually under ice cooling, the mixture was stirred at room temperature for an hour. After concentrating the reaction solution under reduced pressur... The reactants are COC=1C=C(C=CC1)C1CC(CCC1)=O (3-(3-Methoxyphenyl)cyclohexanone), C(C1=CC=CC=C1)N (benzylamine), C1(=CC=C(C=C1)S(=O)(=O)O)C (p-toluenesulfonic acid). The yield is 83.4%. Yields the product C(C1=CC=CC=C1)NC1CC(CCC1)C1=CC(=CC=C1)OC (N-benzyl-N-[3-(3-methoxyphenyl) cyclohexyl]amine), mixture. Product: COCCCn1c(C2CCCN(C(=O)OC(C)(C)C)C2)nc2ccccc21. RXN SMILES: [Br:25][CH2:26][CH2:27][CH2:28][O:29][CH3:30].[H-:24].[Na+:23].[O:31]=[CH:32][N:33]([CH3:34])[CH3:35].[nH:1]1[c:2]([CH:10]2[CH2:11][N:12]([C:16](=[O:17])[O:18][C:19]([CH3:20])([CH3:21])[CH3:22])[CH2:13][CH2:14][CH2:15]2)[n:3][c:4]2[c:5]1[cH:6][cH:7][cH:8][cH:9]2>>[n:1]1([CH2:26][CH2:27][CH2:28][O:29][CH3:30])[c:2]([CH:10]2[CH2:11][N:12]([C:16](=[O:17])[O:18][C:19]([CH3:20])([CH3:21])[CH3:22])[CH2:13][CH2:14][CH2:15]2)[n:3][c:4]2[c:5]1[cH:6][cH:7][cH:8][cH:9]2. Starting materials: COCCCBr, [H-], [Na+], CN(C)C=O, CC(C)(C)OC(=O)N1CCCC(c2nc3ccccc3[nH]2)C1. Reactants: COC=1C=C2CCC(N(C2=CC1CN[C@@H]1[C@@H](NCCC1)C1=CC=CC=C1)C)=O (6-Methoxy-1-methyl-7-[(2S,3S)-(2-phenyl-piperidin-3-ylamino)-methyl]-3,4-dihydro-1H-quinolin-2-one), IC(C)C (2-iodopropane). The solvent is C(C)#N (acetonitrile), C(Cl)Cl (methylene chloride). The product is C(C)(C)N1[C@H]([C@H](CCC1)NCC1=C(C=C2CCC(N(C2=C1)C)=O)OC)C1=CC=CC=C1 (7-[(2S,3S)-(1-Isopropyl-2-phenyl-piperidin-3-ylamino)-methyl]-6-methoxy-1-methyl-3,4-dihydro-1H-quinolin-2-one). Yield: 34.7%. RXN SMILES: [CH3:1][O:2][C:3]1[CH:4]=[C:5]2[C:10](=[CH:11][C:12]=1[CH2:13][NH:14][C@H:15]1[CH2:20][CH2:19][CH2:18][NH:17][C@H:16]1[C:21]1[CH:26]=[CH:25][CH:24]=[CH:23][CH:22]=1)[N:9]([CH3:27])[C:8](=[O:28])[CH2:7][CH2:6]2.I[CH:30]([CH3:32])[CH3:31]>C(#N)C.C(Cl)Cl>[CH:30]([N:17]1[CH2:18][CH2:19][CH2:20][C@H:15]([NH:14][CH2:13][C:12]2[CH:11]=[C:10]3[C:5]([CH2:6][CH2:7][C:8](=[O:28])[N:9]3[CH3:27])=[CH:4][C:3]=2[O:2][CH3:1])[C@@H:16]1[C:21]1[CH:26]=[CH:25][CH:24]=[CH:23][CH:22]=1)([CH3:32])[CH3:31]. Reported procedure: 6-Methoxy-1-methyl-7-[(2S,3S)-(2-phenyl-piperidin-3-ylamino)-methyl]-3,4-dihydro-1H-quinolin-2-one (100 mg, 0.26 mmol) and 2-iodopropane (0.058 mL, 0.58 mmol) were stirred in acetonitrile at 60° C. for 2 days. The reaction was diluted with methylene chloride, washed once with satd. NaHCO3, dried over MgSO4, filtered, and concentrated. Silica gel chromatography using (9.1 ethyl acetate/methanol) gave 38 mg (34%) of the title compound, a yellow oil. Rf=0.08 (9:1 ethyl acetate/methanol). MS (M+H)+=...